This data is from the Open Reaction Database (ORD), a public repository of structured organic reaction records. The task is: describe an organic reaction: reactants, conditions, products, and yield Starting materials: C(#N)C1=CC(=C(C=C1)C=1C=NN(C1O)C1=NC=C(C(=O)O)C=C1)C (6-(4-(4-cyano-2-methylphenyl)-5-hydroxy-1H-pyrazol-1-yl)nicotinic acid), Cl.Cl.CN1[C@H](CNCC1)C ((S)-1,2-dimethylpiperazine dihydrochloride). The product is C[C@H]1CN(CCN1C)C(=O)C=1C=CC(=NC1)N1N=CC(=C1O)C1=C(C=C(C#N)C=C1)C ((S)-4-(1-(5-(3,4-dimethylpiperazine-1-carbonyl)pyridin-2-yl)-5-hydroxy-1H-pyrazol-4-yl)-3-methylbenzonitrile). Reaction SMILES: [C:1]([C:3]1[CH:8]=[CH:7][C:6]([C:9]2[CH:10]=[N:11][N:12]([C:15]3[CH:23]=[CH:22][C:18]([C:19](O)=[O:20])=[CH:17][N:16]=3)[C:13]=2[OH:14])=[C:5]([CH3:24])[CH:4]=1)#[N:2].Cl.Cl.[CH3:27][N:28]1[CH2:33][CH2:32][NH:31][CH2:30][C@@H:29]1[CH3:34]>>[CH3:34][C@@H:29]1[N:28]([CH3:27])[CH2:33][CH2:32][N:31]([C:19]([C:18]2[CH:22]=[CH:23][C:15]([N:12]3[C:13]([OH:14])=[C:9]([C:6]4[CH:7]=[CH:8][C:3]([C:1]#[N:2])=[CH:4][C:5]=4[CH3:24])[CH:10]=[N:11]3)=[N:16][CH:17]=2)=[O:20])[CH2:30]1 |f:1.2.3|. Reported procedure: The title compound was prepared in a manner similar to Example 112 using 6-(4-(4-cyano-2-methylphenyl)-5-hydroxy-1H-pyrazol-1-yl)nicotinic acid and (S)-1,2-dimethylpiperazine dihydrochloride. 1H NMR (400 MHz, DMSO-d6) δ ppm 1.16 (br. s., 3H) 2.36 (s, 3H) 2.60 (s, 3H) 2.90 (br. s., 1H) 3.04 (br. s., 1H) 3.26 (br. s., 2H) 3.41-3.57 (m, 1H) 3.73 (d, J=17.68 Hz, 1H) 4.29 (br. s., 1H) 7.59 (dd, J=8.08, 1.52 Hz, 1H) 7.66 (s, 1H) 7.72 (d, J=8.08 Hz, 1H) 8.03 (dd, J=8.59, 2.02 Hz, 1H) 8.10 (s, 1H) 8.35 ... Isolated yield 87.0%. Product: C(C)SC1=C(C=CC=C1)C1=NC2=CC(=CC=C2C(N1)=O)C(F)(F)F (2-(2-ethylsulfanylphenyl)-7-trifluoromethyl-3H-quinazolin-4-one). Run at temperature 150 celsius, time 8 hour. Procedure: A mixture of 1.0 g of 2-amino-4-trifluromethylbenzamide, 813 mg of 2-ethylsulfanylbenzaldehyde, 764 mg of sodium bisulfite and 4 ml of DMA was stirred at 150° C. for 8 hours. A saturated aqueous sodium bicarbonate solution and water were added to the cooled reaction mixture, and the precipitated solid was filtered. The resulting solid was washed with water and n-hexane and then dried to obtain 1.49 g of 2-(2-ethylsulfanylphenyl)-7-trifluoromethyl-3H-quinazolin-4-one. Run in CC(=O)N(C)C (DMA), O (water). As a reaction SMILES: [NH2:1][C:2]1[CH:10]=[C:9]([C:11]([F:14])([F:13])[F:12])[CH:8]=[CH:7][C:3]=1[C:4]([NH2:6])=[O:5].[CH2:15]([S:17][C:18]1[CH:25]=[CH:24][CH:23]=[CH:22][C:19]=1[CH:20]=O)[CH3:16].S(=O)(O)[O-].[Na+].C(=O)(O)[O-].[Na+]>O.CC(N(C)C)=O>[CH2:15]([S:17][C:18]1[CH:25]=[CH:24][CH:23]=[CH:22][C:19]=1[C:20]1[NH:6][C:4](=[O:5])[C:3]2[C:2](=[CH:10][C:9]([C:11]([F:12])([F:13])[F:14])=[CH:8][CH:7]=2)[N:1]=1)[CH3:16] |f:2.3,4.5|. The reactants are NC1=C(C(=O)N)C=CC(=C1)C(F)(F)F (2-amino-4-trifluromethylbenzamide), C(C)SC1=C(C=O)C=CC=C1 (2-ethylsulfanylbenzaldehyde), S([O-])(O)=O.[Na+] (sodium bisulfite), C([O-])(O)=O.[Na+] (sodium bicarbonate).